Dataset: the Open Reaction Database (ORD), a public repository of structured organic reaction records. Task: describe an organic reaction: reactants, conditions, products, and yield The reactants are C(C)(=O)NC=1C=C(C(=O)O)C=CC1 (3-acetylaminobenzoic acid), ClC1=CC=C(C=C1)CCN1CCNCC1 (1-[2-(4-chlorophenyl)ethyl]piperazine), S(=O)(Cl)Cl (thionyl chloride), acid chloride. The product is C(C)(=O)NC=1C=C(C(=O)N2CCN(CC2)CCC2=CC=C(C=C2)Cl)C=CC1 (1-(3-acetylaminobenzoyl)-4-[2-(4-chlorophenyl)ethyl]piperazine). Reaction SMILES: [C:1]([NH:4][C:5]1[CH:6]=[C:7]([CH:11]=[CH:12][CH:13]=1)[C:8]([OH:10])=O)(=[O:3])[CH3:2].S(Cl)(Cl)=O.[Cl:18][C:19]1[CH:24]=[CH:23][C:22]([CH2:25][CH2:26][N:27]2[CH2:32][CH2:31][NH:30][CH2:29][CH2:28]2)=[CH:21][CH:20]=1>>[C:1]([NH:4][C:5]1[CH:6]=[C:7]([CH:11]=[CH:12][CH:13]=1)[C:8]([N:30]1[CH2:29][CH2:28][N:27]([CH2:26][CH2:25][C:22]2[CH:23]=[CH:24][C:19]([Cl:18])=[CH:20][CH:21]=2)[CH2:32][CH2:31]1)=[O:10])(=[O:3])[CH3:2]. Procedure details: Starting materials: (a) 3-acetylaminobenzoic acid is converted by means of thionyl chloride into the acid chloride [m.p. 101°-102°], and the latter is then condensed with 1-[2-(4-chlorophenyl)ethyl]piperazine, yielding 1-(3-acetylaminobenzoyl)-4-[2-(4-chlorophenyl)ethyl]piperazine in the form of a foam. The latter is reacted with (BOC)2O to form 1-{3-[(N-acetyl-N-tert-butyloxycarbonyl)amino]benzoyl}-4-[2-(4-chlorophenyl)ethyl]piperazine having a melting point of 113°-114°. The subsequent cleavag... Reactants: CC1=CC2=C(NC3=C(N=C2N2C[C@@H](NCC2)CCOC)C=CC=C3)C=C1 ((S)-2-methyl-11-[3-(2-methoxy-ethyl)-piperazin-1-yl]-5H-dibenzo[b,e][1,4]diazepine), C=O (formaldehyde), C(C)(=O)O[BH-](OC(C)=O)OC(C)=O.[Na+] (sodium triacetoxyborohydride). The solvent is ClCCCl (1,2-dichloroethane). Conditions: time 30 minute. The product is CC1=CC2=C(NC3=C(N=C2N2C[C@@H](N(CC2)C)CCOC)C=CC=C3)C=C1 ((S)-2-Methyl-11-[3-(2-methoxy-ethyl)-4-methyl-piperazin-1-yl]-5H-dibenzo[b,e][1,4]diazepine). The yield is 83.1%. Reaction SMILES: [CH3:1][C:2]1[CH:26]=[CH:25][C:5]2[NH:6][C:7]3[CH:24]=[CH:23][CH:22]=[CH:21][C:8]=3[N:9]=[C:10]([N:11]3[CH2:16][CH2:15][NH:14][C@@H:13]([CH2:17][CH2:18][O:19][CH3:20])[CH2:12]3)[C:4]=2[CH:3]=1.C=O.[C:29](O[BH-](OC(=O)C)OC(=O)C)(=O)C.[Na+]>ClCCCl>[CH3:1][C:2]1[CH:26]=[CH:25][C:5]2[NH:6][C:7]3[CH:24]=[CH:23][CH:22]=[CH:21][C:8]=3[N:9]=[C:10]([N:11]3[CH2:16][CH2:15][N:14]([CH3:29])[C@@H:13]([CH2:17][CH2:18][O:19][CH3:20])[CH2:12]3)[C:4]=2[CH:3]=1 |f:2.3|. Procedure: Combine (S)-2-methyl-11-[3-(2-methoxy-ethyl)-piperazin-1-yl]-5H-dibenzo[b,e][1,4]diazepine (300.0 mg, 0.86 mmol), formaldehyde (76.4 μL, 0.94 mmol, 37% in water), and 1,2-dichloroethane (28.0 ml) and stir the mixture at ambient temperature for 5 minutes and add sodium triacetoxyborohydride (272.1 mg, 1.28 mmol). After stirring for 30 minutes at ambient temperature, quench the reaction with saturated sodium bicarbonate. Remove the organic portion, extract the aqueous with dichloromethane and comb... Reactants: ClC1=C(C=C2C(=CNC2=C1)C(=O)OC)B1OCC(CO1)(C)C (methyl 6-chloro-5-(5,5-dimethyl-1,3,2-dioxaborinan-2-yl)-1H-indole-3-carboxylate), BrC1=CC=C(C=C1)C1CCOCC1 (4-(4-bromophenyl)tetrahydro-2H-pyran), O1CCCC1 (tetrahydrofuran), C([O-])([O-])=O.[K+].[K+] (potassium carbonate). Solvent: C1(=CC=CC=C1)C (toluene), C(C)O (ethanol). Conditions: temperature 115 celsius. Yields the product ClC1=C(C=C2C(=CNC2=C1)C(=O)OC)C1=CC=C(C=C1)C1CCOCC1 (Methyl 6-chloro-5-[4-(tetrahydro-2H-pyran-4-yl)phenyl]-1H-indole-3-carboxylate). Reaction SMILES: [Cl:1][C:2]1[CH:10]=[C:9]2[C:5]([C:6]([C:11]([O:13][CH3:14])=[O:12])=[CH:7][NH:8]2)=[CH:4][C:3]=1B1OCC(C)(C)CO1.Br[C:24]1[CH:29]=[CH:28][C:27]([CH:30]2[CH2:35][CH2:34][O:33][CH2:32][CH2:31]2)=[CH:26][CH:25]=1.O1CCCC1.C(=O)([O-])[O-].[K+].[K+]>C1(C)C=CC=CC=1.C(O)C>[Cl:1][C:2]1[CH:10]=[C:9]2[C:5]([C:6]([C:11]([O:13][CH3:14])=[O:12])=[CH:7][NH:8]2)=[CH:4][C:3]=1[C:24]1[CH:25]=[CH:26][C:27]([CH:30]2[CH2:31][CH2:32][O:33][CH2:34][CH2:35]2)=[CH:28][CH:29]=1 |f:3.4.5|. Procedure details: To a solution of methyl 6-chloro-5-(5,5-dimethyl-1,3,2-dioxaborinan-2-yl)-1H-indole-3-carboxylate (440 mg, 1.37 mmol) and 4-(4-bromophenyl)tetrahydro-2H-pyran (300 mg, 1.24 mmol) in toluene (6 mL), ethanol (3 mL), and tetrahydrofuran (3 mL) followed by the addition of 2M potassium carbonate aqueous (3 mL, 6 mmol). Nitrogen was bubbled through the reaction for 5 minutes then [1,1′-bis(diphenylphosphino)ferrocene]dichloro palladium-dichloromethane complex (120 mg, 0.143 mmol) was added and the rea... Reactants: [Na] (sodium), C(CC(=O)OCC)(=O)OCC (diethyl malonate), CO (methanol), ClC=1C(=C2CC(CC2=C(C1C=CC(C)=O)C)(C)C)C (4-(5-chloro-2,2,4,7-tetramethylindan-6-yl)-3-buten-2-one), CO (methanol). Yields the product ClC=1C(=C(C(=C2CC(CC12)(C)CC)C)C)C1CC(CC(C1)=O)=O (5-(7-Chloro-2-ethyl-2,4,5-trimethylindan-6-yl)-cyclohexane-1,3-dione). Yield: 87.0%. Procedure details: To a solution of 1.53 g of sodium in 100 ml of absolute methanol was added 10 ml of diethyl malonate, and then the reaction mixture was added 12.65 g of 4-(5-chloro-2,2,4,7-tetramethylindan-6-yl)-3-buten-2-one in 50 ml of absolute methanol. After refluxing for 4 hours, the reaction mixture was evaporated under reduced pressure and then added 70 g of 10% aqueous solution of NaOH. After refluxing for 4 hours, the reaction mixture was cooled to room temperature and washed twice with diethyl ether. ... As a reaction SMILES: [Na].C(OCC)(=O)[CH2:3][C:4](OCC)=[O:5].[Cl:13][C:14]1[C:15]([CH3:31])=[C:16]2[C:20](=[C:21]([CH3:28])[C:22]=1[CH:23]=[CH:24][C:25](=[O:27])[CH3:26])[CH2:19][C:18]([CH3:30])([CH3:29])[CH2:17]2.[CH3:32]O>>[Cl:13][C:14]1[C:22]([CH:23]2[CH2:3][C:4](=[O:5])[CH2:26][C:25](=[O:27])[CH2:24]2)=[C:21]([CH3:28])[C:20]([CH3:19])=[C:16]2[C:15]=1[CH2:31][C:18]([CH2:30][CH3:32])([CH3:29])[CH2:17]2 |^1:0|.